Dataset: the Open Reaction Database (ORD), a public repository of structured organic reaction records. Task: describe an organic reaction: reactants, conditions, products, and yield Conditions: time 8 hour. Reaction SMILES: ClC1C=CC=C(C(OO)=[O:9])C=1.[CH3:12][C:13]1[CH:25]=[CH:24][CH:23]=[C:22]([CH2:26][S:27]([C:29]2[CH:34]=[CH:33][CH:32]=[C:31]([O:35][CH2:36][C:37]3[CH:46]=[CH:45][C:44]4[C:39](=[CH:40][CH:41]=[CH:42][CH:43]=4)[N:38]=3)[CH:30]=2)=[O:28])[C:14]=1[C:15]([O:17][CH2:18][CH:19]([CH3:21])[CH3:20])=[O:16]>ClCCl>[CH3:12][C:13]1[CH:25]=[CH:24][CH:23]=[C:22]([CH2:26][S:27]([C:29]2[CH:34]=[CH:33][CH:32]=[C:31]([O:35][CH2:36][C:37]3[CH:46]=[CH:45][C:44]4[C:39](=[CH:40][CH:41]=[CH:42][CH:43]=4)[N:38]=3)[CH:30]=2)(=[O:9])=[O:28])[C:14]=1[C:15]([O:17][CH2:18][CH:19]([CH3:21])[CH3:20])=[O:16]. Reported procedure: m-Chloroperbenzoic acid (<86%, 62 mg, 0.31 mmol) is added to a solution of isobutyl 2-methyl-6-[3-(quinolin-2-ylmethoxy)-phenylsulfanylmethyl]-benzoate (73 mg, 0.16 mmol, example 85) in dichloromethane (1 mL) and the reaction is stirred overnight. The reaction is partitioned between ethyl acetate and sodium bicarbonate and the organic phase is washed with additional bicarbonate solution, dried over magnesium sulfate, concentrated and purified by column chromatography (silica, 30% ethyl acetate i... Yields the product CC1=C(C(=O)OCC(C)C)C(=CC=C1)CS(=O)(=O)C1=CC(=CC=C1)OCC1=NC2=CC=CC=C2C=C1 (Isobutyl 2-methyl-6-[3-(quinolin-2-ylmethoxy)-phenylsulfonylmethyl]-benzoate). Solvent: ClCCl (dichloromethane). Reactants: ClC1=CC(=CC=C1)C(=O)OO (m-Chloroperbenzoic acid), CC1=C(C(=O)OCC(C)C)C(=CC=C1)CS(=O)C1=CC(=CC=C1)OCC1=NC2=CC=CC=C2C=C1 (Isobutyl 2-methyl-6-[3-(quinolin-2-ylmethoxy)-phenylsulfinylmethyl]-benzoate).